From a dataset of the Open Reaction Database (ORD), a public repository of structured organic reaction records. describe an organic reaction: reactants, conditions, products, and yield Reactants: FC=1C=C(C[C@H]2N(CCC2)C(=O)OC(C)(C)C)C=CC1C (tert-butyl (2S)-2-(3-fluoro-4-methylbenzyl)pyrrolidine-1-carboxylate), Example 1 ( 1d ), FC(C(=O)O)(F)F (trifluoroacetic acid). Run in C(Cl)Cl (methylene chloride). Conditions: time 2 hour. Yields the product FC=1C=C(C[C@H]2NCCC2)C=CC1C ((2S)-2-(3-Fluoro-4-methylbenzyl)pyrrolidine). The yield is 71.0%. Reaction SMILES: [F:1][C:2]1[CH:3]=[C:4]([CH:18]=[CH:19][C:20]=1[CH3:21])[CH2:5][C@@H:6]1[CH2:10][CH2:9][CH2:8][N:7]1C(OC(C)(C)C)=O.FC(F)(F)C(O)=O>C(Cl)Cl>[F:1][C:2]1[CH:3]=[C:4]([CH:18]=[CH:19][C:20]=1[CH3:21])[CH2:5][C@@H:6]1[CH2:10][CH2:9][CH2:8][NH:7]1. Procedure details: A solution of tert-butyl (2S)-2-(3-fluoro-4-methylbenzyl)pyrrolidine-1-carboxylate (0.95 g, 3.24 mmol), which had been obtained in Example 1 (1d), in methylene chloride (9 mL) was added with trifluoroacetic acid (2.40 mL, 32.3 mmol), and stirred at room temperature for 2 hours. The reaction solution was concentrated under reduced pressure. The residue was added with saturated aqueous sodium hydrogen carbonate solution (20 mL) and extracted with methylene chloride (20 mL×3). After that, the organ... Reactants: C1(=CC=CC=C1)S(=O)CC(=O)O (phenylsulfinylacetic acid), C1(CCCCC1)N=C=NC1CCCCC1 (dicyclohexylcarbodiimide), NC1[C@@H]2N(C(=C(CS2)CSC2=NN=C(S2)C)C(=O)O)C1=O (7-amino-3-(2-methyl-1,3,4-thiadiazol-5-ylthiomethyl)-3-cephem-4-carboxylic acid). Solvent: C(Cl)Cl (methylene chloride), C(C)O (ethanol), C(Cl)Cl (methylene chloride), C(C)N(CC)CC (triethylamine). Conditions: time 1.5 hour. Yields the product C1(=CC=CC=C1)S(=O)CC(=O)NC1[C@@H]2N(C(=C(CS2)CSC2=NN=C(S2)C)C(=O)O)C1=O (7-(phenylsulfinylacetamido)-3-(2-methyl-1,3,4-thiadiazol-5-ylthiomethyl)-3-cephem-4-carboxylic acid). Yield: 16.6%. As a reaction SMILES: [C:1]1([S:7]([CH2:9][C:10]([OH:12])=O)=[O:8])[CH:6]=[CH:5][CH:4]=[CH:3][CH:2]=1.C1(N=C=NC2CCCCC2)CCCCC1.[NH2:28][CH:29]1[C:47](=[O:48])[N:31]2[C:32]([C:44]([OH:46])=[O:45])=[C:33]([CH2:36][S:37][C:38]3[S:42][C:41]([CH3:43])=[N:40][N:39]=3)[CH2:34][S:35][C@H:30]12>C(Cl)Cl.C(N(CC)CC)C.C(O)C>[C:1]1([S:7]([CH2:9][C:10]([NH:28][CH:29]2[C:47](=[O:48])[N:31]3[C:32]([C:44]([OH:46])=[O:45])=[C:33]([CH2:36][S:37][C:38]4[S:42][C:41]([CH3:43])=[N:40][N:39]=4)[CH2:34][S:35][C@H:30]23)=[O:12])=[O:8])[CH:2]=[CH:3][CH:4]=[CH:5][CH:6]=1. Reported procedure: To 8 ml of methylene chloride were added 0.37 g of phenylsulfinylacetic acid of the R form ([α]D20 :+183°, C=1.00, ethanol) and 0.41 g of dicyclohexylcarbodiimide, and the mixture was agitated at room temperature for 1.5 hours. Then, a solution consisting of 0.69 g of 7-amino-3-(2-methyl-1,3,4-thiadiazol-5-ylthiomethyl)-3-cephem-4-carboxylic acid, 0.28 ml of triethylamine and 8 ml of methylene chloride was added to the above mixture, and the resulting mixture was agitated at room temperature ove...